From a dataset of the Open Reaction Database (ORD), a public repository of structured organic reaction records. describe an organic reaction: reactants, conditions, products, and yield RXN SMILES: [CH3:1][N:2]([CH3:14])[CH2:3][CH2:4][O:5][C:6]1[CH:13]=[CH:12][C:9]([CH:10]=O)=[CH:8][CH:7]=1.[CH2:15]([Li])CCC.CBr.C1([PH+](C2C=CC=CC=2)C2C=CC=CC=2)C=CC=CC=1.[C:41](=[O:48])([O:43][C:44](C)(C)C)[NH2:42].S(Cl)(Cl)=O.Br[C:54]1[CH:59]=[CH:58][C:57]([NH2:60])=[C:56]([NH2:61])[CH:55]=1.NC1CCCCC1N>[Cu](I)I.C(O)=O>[CH3:1][N:2]([CH3:14])[CH2:3][CH2:4][O:5][C:6]1[CH:13]=[CH:12][C:9]([C@H:10]2[CH2:44][O:43][C:41](=[O:48])[N:42]2[C:54]2[CH:59]=[CH:58][C:57]3[NH:60][CH:15]=[N:61][C:56]=3[CH:55]=2)=[CH:8][CH:7]=1 |f:2.3|. Reported procedure: The compound was synthesized according to method 5 starting from 4-(2-(dimethylamino)ethoxy)benzaldehyde (3 g, 15.70 mmol), 2.3 M n-butyl lithium (13.65 mL, 15.7 mmol), triphenyl phosphonium methyl bromide (11.21 g, 17 mmol) T-butyl hypochlorite (2.7 mL, 22.32 mmol), t-butyl carbamate (2.66 g, 22.72 mmol) 0.4M aqueous sodium hydroxide (0.9 g in 57 mL water), osmate dihydrate (100 mg, 0.29 mmol), thionyl chloride (1.2 mL, 16.49 mmol), 4-bromo 1,2-diamino benzene (0.31 mg, 0.1.672 mmol), and coppe... The solvent is C(=O)O (formic acid). Starting materials: CN(CCOC1=CC=C(C=O)C=C1)C (4-(2-(dimethylamino)ethoxy)benzaldehyde), osmate dihydrate, C(N)(OC(C)(C)C)=O (t-butyl carbamate), NC1C(CCCC1)N (1,2-diaminocyclohexane), BrC1=CC(=C(C=C1)N)N (4-bromo 1,2-diamino benzene), C(CCC)[Li] (n-butyl lithium), CBr.C1(=CC=CC=C1)[PH+](C1=CC=CC=C1)C1=CC=CC=C1 (triphenyl phosphonium methyl bromide), S(=O)(Cl)Cl (thionyl chloride). The reagents and catalysts are [Cu](I)I (copper iodide). Product: CN(CCOC1=CC=C(C=C1)[C@@H]1N(C(OC1)=O)C1=CC2=C(NC=N2)C=C1)C ((S)-4-(4-(2-(dimethylamino)ethoxy)phenyl)-3-(1H-benzo[d]imidazol-5-yl)oxazolidin-2-one). The reactants are ethanolic solution, C(C)N(C(=O)C1=CC(=NC2=CC=CC=C12)C1=CC=CC=C1)CC1CCN(CC1)CC1=CC=CC=C1 (N-Ethyl-N-[(1-benzylpiperidin-4-yl)-methyl]-2-phenylquinoline-4-carboxamide), C(C)(=O)[O-].[Na+] (sodium acetate). Reagents/catalysts: Cl (hydrogen chloride), [Pd] (palladium-on-charcoal). Solvent: C(C)O (ethanol). Conditions: time 5 hour. The product is C(C)N(C(=O)C1=CC(=NC2=CC=CC=C12)C1=CC=CC=C1)CC1CCNCC1 (N-ethyl-N-[(piperidin-4-yl)methyl]-2-phenylquinoline-4-carboxamide). The yield is 64.7%. Reaction SMILES: [CH2:1]([N:3]([CH2:22][CH:23]1[CH2:28][CH2:27][N:26](CC2C=CC=CC=2)[CH2:25][CH2:24]1)[C:4]([C:6]1[C:15]2[C:10](=[CH:11][CH:12]=[CH:13][CH:14]=2)[N:9]=[C:8]([C:16]2[CH:21]=[CH:20][CH:19]=[CH:18][CH:17]=2)[CH:7]=1)=[O:5])[CH3:2].C([O-])(=O)C.[Na+]>C(O)C.Cl.[Pd]>[CH2:1]([N:3]([CH2:22][CH:23]1[CH2:24][CH2:25][NH:26][CH2:27][CH2:28]1)[C:4]([C:6]1[C:15]2[C:10](=[CH:11][CH:12]=[CH:13][CH:14]=2)[N:9]=[C:8]([C:16]2[CH:21]=[CH:20][CH:19]=[CH:18][CH:17]=2)[CH:7]=1)=[O:5])[CH3:2] |f:1.2|. Reported procedure: N-Ethyl-N-[(1-benzylpiperidin-4-yl)-methyl]-2-phenylquinoline-4-carboxamide (9.6 g) is heated in ethanol (200 ml) until it has dissolved. After cooling, this solution is treated with a 4.5N ethanolic solution of hydrogen chloride (9.2 ml), 10% strength palladium-on-charcoal (2.9 g) as a catalyst and, finally, sodium acetate (1.7 g). The mixture is hydrogenated at 60° C., with stirring, under a hydrogen pressure equal to normal pressure (1 bar), for 5 hours. After 5 hours (at which time the amoun... The reactants are ClC1=C2C(=NC=C1)C=CS2 (7-chloro-thieno[3,2-b]pyridine), CNC(=O)C=1C2=C(OC1C)C=C(C=C2)O (6-hydroxy-2-methylbenzo[b]furan-3-carboxylic acid methylamide), C(=O)([O-])[O-].[Cs+].[Cs+] (Cs2CO3). Product: CNC(=O)C1=C(OC2=C1C=CC(=C2)OC2=C1C(=NC=C2)C=CS1)C (6-[Thieno(3,2-b)pyridin-7-yloxy]-2-methyl-benzofuran-3-carboxylic acid methyl amide). RXN SMILES: Cl[C:2]1[CH:7]=[CH:6][N:5]=[C:4]2[CH:8]=[CH:9][S:10][C:3]=12.[CH3:11][NH:12][C:13]([C:15]1[C:16]2[CH:24]=[CH:23][C:22]([OH:25])=[CH:21][C:17]=2[O:18][C:19]=1[CH3:20])=[O:14].C([O-])([O-])=O.[Cs+].[Cs+]>>[CH3:11][NH:12][C:13]([C:15]1[C:16]2[CH:24]=[CH:23][C:22]([O:25][C:2]3[CH:7]=[CH:6][N:5]=[C:4]4[CH:8]=[CH:9][S:10][C:3]=34)=[CH:21][C:17]=2[O:18][C:19]=1[CH3:20])=[O:14] |f:2.3.4|. Procedure: This material was prepared by the reaction of 7-chloro-thieno[3,2-b]pyridine with 6-hydroxy-2-methylbenzofuran-3-carboxylic acid methyl amide 12c and Cs2CO3 in a manner as previously described for example 1. 1H NMR (CD3CN) δ8.48 (1H, d, J=5.3 Hz), 7.91 (1H, d, J=5.6 Hz), 7.84 (1H, d, J=8.6 Hz), 7.53 (1H, d, J=5.6 Hz), 7.41 (1H, d, J=2.0 Hz), 7.20 (1H, dd, J=8.6, 2.0 Hz), 6.62 (1H, d, J=5.3 Hz), 6.60 (1H, bm), 2.91 (3H, d, J=4.6 Hz) 2.66 (3H, s).